This data is from the Open Reaction Database (ORD), a public repository of structured organic reaction records. The task is: describe an organic reaction: reactants, conditions, products, and yield Reactants: ClCCl, O=C(O)c1cnn(-c2ccc(F)cc2)c1C(F)(F)F, NCc1cccc(C(F)(F)F)c1. Product: O=C(NCc1cccc(C(F)(F)F)c1)c1cnn(-c2ccc(F)cc2)c1C(F)(F)F. Reaction SMILES: [CH2:32]([Cl:33])[Cl:34].[F:13][c:14]1[cH:15][cH:16][c:17](-[n:20]2[n:21][cH:22][c:23]([C:29](=[O:30])[OH:31])[c:24]2[C:25]([F:26])([F:27])[F:28])[cH:18][cH:19]1.[F:1][C:2]([c:3]1[cH:4][c:5]([CH2:6][NH2:7])[cH:8][cH:9][cH:10]1)([F:11])[F:12]>>[F:1][C:2]([c:3]1[cH:4][c:5]([CH2:6][NH:7][C:29]([c:23]2[cH:22][n:21][n:20](-[c:17]3[cH:16][cH:15][c:14]([F:13])[cH:19][cH:18]3)[c:24]2[C:25]([F:26])([F:27])[F:28])=[O:30])[cH:8][cH:9][cH:10]1)([F:11])[F:12]. Starting materials: [Al+3], O=C(NC(Cc1ccccc1)C(O)C(F)(F)C(F)(F)C(F)(F)F)c1ccccc1, [H-], [H-], [H-], [H-], [Li+], C1CCOC1. Product: NC(Cc1ccccc1)C(O)C(F)(F)C(F)(F)C(F)(F)F. Reaction SMILES: [Al+3:2].[C:7](=[O:8])([c:9]1[cH:10][cH:11][cH:12][cH:13][cH:14]1)[NH:15][CH:16]([CH2:17][c:18]1[cH:19][cH:20][cH:21][cH:22][cH:23]1)[CH:24]([C:25]([C:26]([C:27]([F:28])([F:29])[F:30])([F:31])[F:32])([F:33])[F:34])[OH:35].[H-:1].[H-:4].[H-:5].[H-:6].[Li+:3].[O:36]1[CH2:37][CH2:38][CH2:39][CH2:40]1>>[NH2:15][CH:16]([CH2:17][c:18]1[cH:19][cH:20][cH:21][cH:22][cH:23]1)[CH:24]([C:25]([C:26]([C:27]([F:28])([F:29])[F:30])([F:31])[F:32])([F:33])[F:34])[OH:35]. The reactants are C(C)(CC)N1N=C(C(=C1)I)C=1SC=C(C1)Cl (1-sec-butyl-3-(4-chloro-2-thienyl)-4-iodo-1H-pyrazole), C([O-])([O-])=O.[Na+].[Na+] (sodium carbonate), CC1(OB(OC1(C)C)C1=CC=NC=C1)C (4-(4,4,5,5-Tetramethyl-1,3,2-dioxaborolan-2-yl)pyridine), bis(tricyclohexylphosphine)palladium(II) chloride. The solvent is O1CCOCC1 (dioxane). Product: C(C)(CC)N1N=C(C(=C1)C1=CC=NC=C1)C=1SC=C(C1)Cl (4-[1-sec-butyl-3-(4-chloro-2-thienyl)-1H-pyrazol-4-yl]pyridine). The yield is 26.7%. Reaction SMILES: CC1(C)C(C)(C)OB([C:9]2[CH:14]=[CH:13][N:12]=[CH:11][CH:10]=2)O1.[CH:16]([N:20]1[CH:24]=[C:23](I)[C:22]([C:26]2[S:27][CH:28]=[C:29]([Cl:31])[CH:30]=2)=[N:21]1)([CH2:18][CH3:19])[CH3:17].C(=O)([O-])[O-].[Na+].[Na+]>O1CCOCC1>[CH:16]([N:20]1[CH:24]=[C:23]([C:9]2[CH:10]=[CH:11][N:12]=[CH:13][CH:14]=2)[C:22]([C:26]2[S:27][CH:28]=[C:29]([Cl:31])[CH:30]=2)=[N:21]1)([CH2:18][CH3:19])[CH3:17] |f:2.3.4|. Reported procedure: 4-(4,4,5,5-Tetramethyl-1,3,2-dioxaborolan-2-yl)pyridine (0.48 mmol) and bis(tricyclohexylphosphine)palladium(II) chloride (0.04 mmol) were weighed into a microwave vial (reaction volume 2-5 mL). A solution of 1-sec-butyl-3-(4-chloro-2-thienyl)-4-iodo-1H-pyrazole (0.40 mmol) in 3.0 mL degassed dioxane and 1.0 mL of a degassed 2 M aqueous sodium carbonate solution were added. The reaction mixture was purged with argon, the microwave vial was capped with a septum and transferred to a laboratory mic...